This data is from the Open Reaction Database (ORD), a public repository of structured organic reaction records. The task is: describe an organic reaction: reactants, conditions, products, and yield RXN SMILES: F[C:2]1[CH:10]=[CH:9][C:8]([N+:11]([O-:13])=[O:12])=[CH:7][C:3]=1[C:4]([OH:6])=O.CCN=C=NCCCN(C)C.Cl.C(N(C(C)C)C(C)C)C.[CH2:35]([NH:39][NH2:40])[CH:36]([CH3:38])[CH3:37].C1(C)C=CC(S(O)(=O)=O)=CC=1.Cl>CN(C=O)C>[CH2:35]([N:39]1[C:2]2[C:3](=[CH:7][C:8]([N+:11]([O-:13])=[O:12])=[CH:9][CH:10]=2)[C:4](=[O:6])[NH:40]1)[CH:36]([CH3:38])[CH3:37] |f:1.2|. Solvent: CN(C)C=O (DMF). Yields the product C(C(C)C)N1NC(C2=CC(=CC=C12)[N+](=O)[O-])=O (1-isobutyl-5-nitro-1,2-dihydro-indazol-3-one). Reported procedure: To a solution of 2-fluoro-5-nitrobenzoic acid (1.5 g) in DMF (50 mL) was added EDCI.HCl (1.71 g) followed by N-ethyldiisopropylamine (5.51 mL). After 10 minutes isobutylhydrazine.p-toluenesulfonicacid salt (2.32 g) was added. The reaction mixture was stirred at ambient temperature for 22 hours and the reaction was poured onto aqueous 1N HCl solution and extracted with EtOAc. The organic layer was washed with brine, dried over sodium sulfate, filtered and evaporated in vacuo. Purification via ISC... Run at time 22 hour. Reactants: FC1=C(C(=O)O)C=C(C=C1)[N+](=O)[O-] (2-fluoro-5-nitrobenzoic acid), CCN=C=NCCCN(C)C.Cl (EDCI.HCl), C(C(C)C)NN (isobutylhydrazine), C1(=CC=C(C=C1)S(=O)(=O)O)C (p-toluenesulfonicacid), C(C)N(C(C)C)C(C)C (N-ethyldiisopropylamine), Cl (HCl).